describe an organic reaction: reactants, conditions, products, and yield From a dataset of the Open Reaction Database (ORD), a public repository of structured organic reaction records. Reactants: COC1=CC=C(C=C1)NC1CCN(CC1)C(=O)OC(C)(C)C (4-(p-Anisidino)-1-(tert-butoxycarbonyl)piperidine), ClCC1=CC(=NC=C1)C1=C(C=CC=C1)F (4-chloromethyl-2-(2-fluorophenyl)pyridine). The product is C(C)(C)(C)OC(=O)N1CCC(CC1)N(C1=CC=C(C=C1)OC)CC1=CC(=NC=C1)C1=C(C=CC=C1)F (1-(tert-Butoxycarbonyl)-4-[N-[[2-(2-fluorophenyl)pyridin-4-yl]methyl]-N-(4-methoxyphenyl)amino]piperidine). RXN SMILES: [CH3:1][O:2][C:3]1[CH:8]=[CH:7][C:6]([NH:9][CH:10]2[CH2:15][CH2:14][N:13]([C:16]([O:18][C:19]([CH3:22])([CH3:21])[CH3:20])=[O:17])[CH2:12][CH2:11]2)=[CH:5][CH:4]=1.Cl[CH2:24][C:25]1[CH:30]=[CH:29][N:28]=[C:27]([C:31]2[CH:36]=[CH:35][CH:34]=[CH:33][C:32]=2[F:37])[CH:26]=1>>[C:19]([O:18][C:16]([N:13]1[CH2:14][CH2:15][CH:10]([N:9]([CH2:24][C:25]2[CH:30]=[CH:29][N:28]=[C:27]([C:31]3[CH:36]=[CH:35][CH:34]=[CH:33][C:32]=3[F:37])[CH:26]=2)[C:6]2[CH:5]=[CH:4][C:3]([O:2][CH3:1])=[CH:8][CH:7]=2)[CH2:11][CH2:12]1)=[O:17])([CH3:22])([CH3:21])[CH3:20]. Procedure: 4-(p-Anisidino)-1-(tert-butoxycarbonyl)piperidine (306 mg) and 4-chloromethyl-2-(2-fluorophenyl)pyridine (222 mg) were condensed in the same manner as described in Example 9 to give the title compound.